This data is from the Open Reaction Database (ORD), a public repository of structured organic reaction records. The task is: describe an organic reaction: reactants, conditions, products, and yield Starting materials: CN(C)C=O, O=C(CCBr)N1CC2CC3CC(C2)CC1C3, CCN(C(C)C)C(C)C, Clc1cccc(N2CCNCC2)c1, Cl, O. Yields the product O=C(CCN1CCN(c2cccc(Cl)c2)CC1)N1CC2CC3CC(C2)CC1C3. As a reaction SMILES: [CH3:41][N:42]([CH3:43])[CH:44]=[O:45].[CH:1]12[CH2:2][CH:3]3[N:4]([C:12]([CH2:13][CH2:14][Br:15])=[O:16])[CH2:5][CH:6]([CH2:7][CH:8]([CH2:9]1)[CH2:10]3)[CH2:11]2.[CH:31]([N:32]([CH:33]([CH3:34])[CH3:35])[CH2:36][CH3:37])([CH3:38])[CH3:39].[Cl:18][c:19]1[cH:20][c:21]([N:25]2[CH2:26][CH2:27][NH:28][CH2:29][CH2:30]2)[cH:22][cH:23][cH:24]1.[ClH:17].[OH2:40]>>[CH:1]12[CH2:2][CH:3]3[N:4]([C:12]([CH2:13][CH2:14][N:28]4[CH2:27][CH2:26][N:25]([c:21]5[cH:20][c:19]([Cl:18])[cH:24][cH:23][cH:22]5)[CH2:30][CH2:29]4)=[O:16])[CH2:5][CH:6]([CH2:7][CH:8]([CH2:9]1)[CH2:10]3)[CH2:11]2.